This data is from the Open Reaction Database (ORD), a public repository of structured organic reaction records. The task is: describe an organic reaction: reactants, conditions, products, and yield Reactants: N1=C(N=CN=C1)N1CCNCC1 (1-(1,3,5-triazin-2-yl)-piperazine), [Li+].FC1=CC=C(C=C1)N1C(=NC(=C1)C1=CC=C(C=C1)F)CC(=O)[O-] ((1,4-bis-(4-fluoro-phenyl)-1H-imidazol-2-yl)-acetic acid lithium salt), CN(C)C(=[N+](C)C)ON1C2=C(C=CC=C2)N=N1.[B-](F)(F)(F)F (TBTU), CCN(C(C)C)C(C)C (DIPEA). Run in CN(C)C=O (DMF), O (water). Conditions: time 8 hour. Product: FC1=CC=C(C=C1)N1C(=NC(=C1)C1=CC=C(C=C1)F)CC(=O)N1CCN(CC1)C1=NC=NC=N1 (2-(1,4-Bis-(4-fluoro-phenyl)-1H-imidazol-2-yl)-1-(4-[1,3,5]triazin-2-yl-piperazin-1-yl)-ethanone). Isolated yield 64.2%. RXN SMILES: [N:1]1[CH:6]=[N:5][CH:4]=[N:3][C:2]=1[N:7]1[CH2:12][CH2:11][NH:10][CH2:9][CH2:8]1.[Li+].[F:14][C:15]1[CH:20]=[CH:19][C:18]([N:21]2[CH:25]=[C:24]([C:26]3[CH:31]=[CH:30][C:29]([F:32])=[CH:28][CH:27]=3)[N:23]=[C:22]2[CH2:33][C:34]([O-])=[O:35])=[CH:17][CH:16]=1.CN(C(ON1N=NC2C=CC=CC1=2)=[N+](C)C)C.[B-](F)(F)(F)F.CCN(C(C)C)C(C)C>CN(C=O)C.O>[F:14][C:15]1[CH:16]=[CH:17][C:18]([N:21]2[CH:25]=[C:24]([C:26]3[CH:31]=[CH:30][C:29]([F:32])=[CH:28][CH:27]=3)[N:23]=[C:22]2[CH2:33][C:34]([N:10]2[CH2:9][CH2:8][N:7]([C:2]3[N:3]=[CH:4][N:5]=[CH:6][N:1]=3)[CH2:12][CH2:11]2)=[O:35])=[CH:19][CH:20]=1 |f:1.2,3.4|. Procedure details: 22 mg 1-(1,3,5-triazin-2-yl)-piperazine was added to 40 mg (1,4-bis-(4-fluoro-phenyl)-1H-imidazol-2-yl)-acetic acid lithium salt, 45 mg TBTU, 0.03 mL DIPEA in 0.75 mL DMF. The reaction was stirred overnight at RT. 5 mL water was added to the reaction and the mixture was stirred 1 h. The precipitate was filtered and dried to give 37 mg desired product. Starting materials: CCCCCC, CCCCCC, ClCCl, ClCCl, O=Cc1ccc2c3c(cccc13)-c1ccccc1-2. The product is c1ccc2c(c1)-c1cccc3cccc-2c13. Reaction SMILES: [CH3:22][CH2:23][CH2:24][CH2:25][CH2:26][CH3:27].[CH3:31][CH2:32][CH2:33][CH2:34][CH2:35][CH3:36].[Cl:19][CH2:20][Cl:21].[Cl:28][CH2:29][Cl:30].[cH:1]1[cH:2][c:3]([CH:17]=[O:18])[c:4]2[cH:5][cH:6][cH:7][c:8]3[c:16]2[c:15]1-[c:14]1[c:9]-3[cH:10][cH:11][cH:12][cH:13]1>>[cH:1]1[cH:2][cH:3][c:4]2[cH:5][cH:6][cH:7][c:8]3[c:16]2[c:15]1-[c:14]1[c:9]-3[cH:10][cH:11][cH:12][cH:13]1. Starting materials: CC1(OB(OC1(C)C)C=1C=NNC1)C (4-(4,4,5,5-tetramethyl-1,3,2-dioxaborolan-2-yl)-1H-pyrazole), C(C)(C)(C)OC(=O)N1CCC(CC1)OS(=O)(=O)C (tert-butyl4-(methylsulfonyloxy)piperidine-1-carboxylate), C([O-])([O-])=O.[Cs+].[Cs+] (cesium carbonate). Solvent: CN(C)C=O (DMF), C(=O)(O)[O-].[Na+] (NaHCO3). Run at temperature 100 celsius, time 8 hour. The product is CC1(OB(OC1(C)C)C=1C=NN(C1)C1CCN(CC1)C(=O)OC(C)(C)C)C (tert-butyl 4-(4-(4,4,5,5-tetramethyl-1,3,2-dioxaborolan-2-yl)-1H-pyrazol-1-yl)piperidine-1-carboxylate). Isolated yield 117.2%. RXN SMILES: [CH3:1][C:2]1([CH3:14])[C:6]([CH3:8])([CH3:7])[O:5][B:4]([C:9]2[CH:10]=[N:11][NH:12][CH:13]=2)[O:3]1.[C:15]([O:19][C:20]([N:22]1[CH2:27][CH2:26][CH:25](OS(C)(=O)=O)[CH2:24][CH2:23]1)=[O:21])([CH3:18])([CH3:17])[CH3:16].C(=O)([O-])[O-].[Cs+].[Cs+]>CN(C=O)C.C([O-])(O)=O.[Na+]>[CH3:1][C:2]1([CH3:14])[C:6]([CH3:7])([CH3:8])[O:5][B:4]([C:9]2[CH:13]=[N:12][N:11]([CH:25]3[CH2:26][CH2:27][N:22]([C:20]([O:19][C:15]([CH3:18])([CH3:17])[CH3:16])=[O:21])[CH2:23][CH2:24]3)[CH:10]=2)[O:3]1 |f:2.3.4,6.7|. Reported procedure: To tert-butyl 4-hydroxypiperidine-1-carboxylate (402 mg, 2.0 mmol) in methylene chloride (20 mL) and triethylamine (303 mg, 3.0 mmol) at 4° C. was added methanesulfonyl chloride (274 mg, 2.4 mmol) drop-wise. The reaction was brought to ambient temperature and was stirred for 1 hour. The reaction mixture was concentrated in vacuo and diluted in diethyl ether (20 mL). The solution was washed with 1N hydrochloric acid (3 mL), water (3 mL), and saturated sodium bicarbonate (3 mL). The organics were ... Reactants: OC1=C2C(C(N=C2C2=C(C1=O)C=CC=C2)=O)(C)C (4-hydroxy-3,3-dimethyl-2H-benzo[g]indole-2,5(3H)-dione), [BH4-].[Na+] (NaBH4), CC(C)O (i-PrOH), [BH4-].[Na+] (NaBH4), CC(=O)OC(=O)C (Ac2O). Conditions: time 5 minute. The product is C(C)(=O)OC=1C(=C2C(C(NC2=C2C1C=CC=C2)=O)(C)C)OC(C)=O (4-(acetyloxy)-3,3-dimethyl-2-oxo-2,3-dihydro-1H-benzo[g]indol-5-yl Acetate). RXN SMILES: [OH:1][C:2]1[C:10](=[O:11])[C:9]2[CH:12]=[CH:13][CH:14]=[CH:15][C:8]=2[C:7]2[C:3]=1[C:4]([CH3:18])([CH3:17])[C:5](=[O:16])[N:6]=2.[BH4-].[Na+].[CH3:21][C:22](OC(C)=O)=[O:23].[CH3:28][CH:29]([OH:31])C>>[C:22]([O:11][C:10]1[C:2]([O:1][C:29](=[O:31])[CH3:28])=[C:3]2[C:7](=[C:8]3[CH:15]=[CH:14][CH:13]=[CH:12][C:9]=13)[NH:6][C:5](=[O:16])[C:4]2([CH3:18])[CH3:17])(=[O:23])[CH3:21] |f:1.2|. Procedure: To a solution of 4-hydroxy-3,3-dimethyl-2H-benzo[g]indole-2,5(3H)-dione (0.030 g, 0.124 mmol) in i-PrOH (0.5 mL) was added NaBH4 (0.020 g, 0.52 mmol) while stirring at RT. After 5 minutes, Ac2O (100 μL, 0.1 g, 0,98 mmol) was added via a syringe and the mixture was allowed to stir for 1 h followed by addition of more NaBH4 (0.020 g, 0.52 mmol) and stirring over night. The solvent was removed in vacuum and the solid was dissolved in CHCl3, filtered and purified by prep. HPLC (RP). Yield: 0.016 mg ... Run in C(Cl)Cl (CH2Cl2). Starting materials: C(C)(=O)NC=1C=C(C=CC1)NC1=NC=C(C(=N1)NCC1CNCCC1)C(=O)N (2-(3-acetamidophenylamino)-4-(piperidin-3-ylmethylamino)pyrimidine-5-carboxamide), CCN(C(C)C)C(C)C (DIEA), FC1=CC=C(C=C1)N=C=O (4-fluorophenyl isocyanate). Run at time 4 hour. Yield: 59.1%. RXN SMILES: [C:1]([NH:4][C:5]1[CH:6]=[C:7]([NH:11][C:12]2[N:17]=[C:16]([NH:18][CH2:19][CH:20]3[CH2:25][CH2:24][CH2:23][NH:22][CH2:21]3)[C:15]([C:26]([NH2:28])=[O:27])=[CH:14][N:13]=2)[CH:8]=[CH:9][CH:10]=1)(=[O:3])[CH3:2].CCN(C(C)C)C(C)C.[F:38][C:39]1[CH:44]=[CH:43][C:42]([N:45]=[C:46]=[O:47])=[CH:41][CH:40]=1>C(Cl)Cl>[C:1]([NH:4][C:5]1[CH:6]=[C:7]([NH:11][C:12]2[N:17]=[C:16]([NH:18][CH2:19][CH:20]3[CH2:25][CH2:24][CH2:23][N:22]([C:46](=[O:47])[NH:45][C:42]4[CH:43]=[CH:44][C:39]([F:38])=[CH:40][CH:41]=4)[CH2:21]3)[C:15]([C:26]([NH2:28])=[O:27])=[CH:14][N:13]=2)[CH:8]=[CH:9][CH:10]=1)(=[O:3])[CH3:2]. Reported procedure: To a mixture of 2-(3-acetamidophenylamino)-4-(piperidin-3-ylmethylamino)pyrimidine-5-carboxamide (40 mg, 0.104 mmol) and DIEA (0.100 mL, 0.575 mmol) in CH2Cl2 (2 mL), 4-fluorophenyl isocyanate (0.023 mL, 0.205 mmol) was added. The mixture was stirred at room temperature for 4 h. It was then purified by HPLC to give the titled compound (32 mg). MS 521.5 (M+H); UV 204.1, 243.1 nm. Yields the product C(C)(=O)NC=1C=C(C=CC1)NC1=NC=C(C(=N1)NCC1CN(CCC1)C(NC1=CC=C(C=C1)F)=O)C(=O)N (2-(3-acetamidophenylamino)-4-((1-(4-fluorophenylcarbamoyl)piperidin-3-yl)methylamino)pyrimidine-5-carboxamide). The reactants are aqueous solution, NC1=NC=CC=C1C (2-amino-3-picoline), C(O)([O-])=O.[Na+] (sodium hydrogen carbonate), ClCC=O (chloroacetaldehyde), [OH-].[Na+] (sodium hydroxide). Solvent: O (water). Reaction conditions: time 4 hour. The product is CC=1C=2N(C=CC1)C=CN2 (8-methylimidazo[1,2-a]pyridine). Reaction SMILES: [NH2:1][C:2]1[C:7]([CH3:8])=[CH:6][CH:5]=[CH:4][N:3]=1.C(=O)([O-])O.[Na+].Cl[CH2:15][CH:16]=O.[OH-].[Na+]>O>[CH3:8][C:7]1[C:2]2[N:3]([CH:15]=[CH:16][N:1]=2)[CH:4]=[CH:5][CH:6]=1 |f:1.2,4.5|. Procedure details: 18.27 g of 2-amino-3-picoline was dissolved in 150 mL of water, 14.2 g of sodium hydrogen carbonate and 33.2 g of chloroacetaldehyde (40% aqueous solution) were added thereto, and then stirred at room temperature for 4 hours. The solution was adjusted to pH 10 with a 3N aqueous solution of sodium hydroxide, and the mixture was extracted with ethyl acetate. The organic layer was washed with saturated brine, and then dried over anhydrous sodium sulfate. The insolubles were separated by filtration,...